From a dataset of the Open Reaction Database (ORD), a public repository of structured organic reaction records. describe an organic reaction: reactants, conditions, products, and yield The solvent is C(C)O (ethanol). Yields the product S1C(=NC2=C1C=CC=C2)C2=CC=C(C=C2)C2=CC=C1C=3C=CC(=CC3C(C1=C2)(CC)CC)N(C2=CC=CC=C2)C2=CC=CC=C2 ((7-(4-benzothiazol-2-vlphenyl)-9.9-diethylfluoren-2-yl)diphenylamine). Conditions: temperature 87.5 celsius. Reactants: C1(=CC=CC=C1)N(C1=CC=CC=C1)C1=C(C=2C(C3=CC=CC=C3C2C=C1)(CC)CC)Br (diphenylamino-9,9-diethyl-bromofluorene), S1C(=NC2=C1C=CC=C2)B(O)O (benzothiazole boronic acid), C([O-])([O-])=O.[Na+].[Na+] (Sodium carbonate). The reagents and catalysts are [Pd] (palladium on charcoal). Reaction SMILES: [C:1]1([N:7]([C:14]2[CH:26]=[CH:25][C:24]3[C:23]4[C:18](=[CH:19][CH:20]=[CH:21][CH:22]=4)[C:17]([CH2:29][CH3:30])([CH2:27][CH3:28])[C:16]=3[C:15]=2Br)[C:8]2[CH:13]=[CH:12][CH:11]=[CH:10][CH:9]=2)[CH:6]=[CH:5][CH:4]=[CH:3][CH:2]=1.[S:32]1[C:36]2[CH:37]=[CH:38][CH:39]=[CH:40][C:35]=2[N:34]=[C:33]1B(O)O.C(=O)([O-])[O-].[Na+].[Na+]>[Pd].C(O)C>[S:32]1[C:36]2[CH:37]=[CH:38][CH:39]=[CH:40][C:35]=2[N:34]=[C:33]1[C:1]1[CH:6]=[CH:5][C:4]([C:20]2[CH:19]=[C:18]3[C:23]([C:24]4[CH:25]=[CH:26][C:14]([N:7]([C:1]5[CH:2]=[CH:3][CH:4]=[CH:5][CH:6]=5)[C:8]5[CH:9]=[CH:10][CH:11]=[CH:12][CH:13]=5)=[CH:15][C:16]=4[C:17]3([CH2:29][CH3:30])[CH2:27][CH3:28])=[CH:22][CH:21]=2)=[CH:3][CH:2]=1 |f:2.3.4|. Procedure: A mixture of diphenylamino-9,9-diethyl-bromofluorene (7.02g, 0.015 mol), benzothiazole boronic acid (7.5 g 0.029 mol.), ethanol (50 ml), in NMP (50 ml) was degassed by bubbling nitrogen through the solution for 20 min. Sodium carbonate (13.0 g, 0.12 mol.) and 5% palladium on charcoal (1.5 g ) were then added, the mixture heated at 85-90° C. for 42 hrs. The resulting solids (18.0 g) that separated upon cooling were collected, washed with ethanol and dried. The solids were then transferred to a ch... The reactants are IC1=NC(=CC(=C1OC)OCCCOC)I (2,6-diiodo-3-methoxy-4-(3-methoxy-propoxy)-pyridine), C(CCC)[Li] (n-butyllithium), O (water), [Cl-].[NH4+] (ammonium chloride). Run in CCCCCC (hexane), O1CCCC1 (tetrahydrofuran). Conditions: temperature -78 celsius, time 15 minute. Product: IC1=NC=C(C(=C1)OCCCOC)OC (2-Iodo-5-methoxy-4-(3-methoxy-propoxy)-pyridine), SiO2. RXN SMILES: I[C:2]1[C:7]([O:8][CH3:9])=[C:6]([O:10][CH2:11][CH2:12][CH2:13][O:14][CH3:15])[CH:5]=[C:4]([I:16])[N:3]=1.C([Li])CCC.O.[Cl-].[NH4+]>CCCCCC.O1CCCC1>[I:16][C:4]1[CH:5]=[C:6]([O:10][CH2:11][CH2:12][CH2:13][O:14][CH3:15])[C:7]([O:8][CH3:9])=[CH:2][N:3]=1 |f:3.4|. Procedure: 2 mmol of 2,6-diiodo-3-methoxy-4-(3-methoxy-propoxy)-pyridine are added to a solution of 4 mmol n-butyllithium in 1.6 ml hexane and 10 ml tetrahydrofuran at −78° C. under an argon atmosphere. The reaction mixture is stirred at −78° C. for 15 minutes. 2 mmol of water are introduced and the reaction mixture is allowed to reach room temperature. 10% Aqueous ammonium chloride solution is added to the mixture followed by extraction with tert-butyl methyl ether (3×). The combined organic layers are dr... Reactants: COCCOC, [NH4+], [OH-], CCOC(=O)c1cn(C(CSc2cccc3ccccc23)C(C)O)cn1. The product is CC(O)C(CSc1cccc2ccccc12)n1cnc(C(N)=O)c1. Reaction SMILES: [CH3:29][O:30][CH2:31][CH2:32][O:33][CH3:34].[NH4+:27].[OH-:28].[OH:1][CH:2]([CH:3]([CH2:4][S:5][c:6]1[cH:7][cH:8][cH:9][c:10]2[cH:11][cH:12][cH:13][cH:14][c:15]12)[n:16]1[cH:17][n:18][c:19]([C:21]([O:23][CH2:22][CH3:24])=[O:25])[cH:20]1)[CH3:26]>>[OH:1][CH:2]([CH:3]([CH2:4][S:5][c:6]1[cH:7][cH:8][cH:9][c:10]2[cH:11][cH:12][cH:13][cH:14][c:15]12)[n:16]1[cH:17][n:18][c:19]([C:21](=[O:23])[NH2:27])[cH:20]1)[CH3:26]. Starting materials: CC(C)(C)OC(=O)N1CCC(Cc2ccc([N+](=O)[O-])cc2)CC1, CO, [Cl-], NN, C1CCOC1, O. Product: CC(C)(C)OC(=O)N1CCC(Cc2ccc(N)cc2)CC1. As a reaction SMILES: [C:1]([CH3:2])([CH3:3])([CH3:4])[O:5][C:6](=[O:7])[N:8]1[CH2:9][CH2:10][CH:11]([CH2:14][c:15]2[cH:16][cH:17][c:18]([N+:21]([O-:22])=[O:23])[cH:19][cH:20]2)[CH2:12][CH2:13]1.[CH3:33][OH:34].[Cl-:24].[NH2:26][NH2:27].[O:28]1[CH2:29][CH2:30][CH2:31][CH2:32]1.[OH2:25]>>[C:1]([CH3:2])([CH3:3])([CH3:4])[O:5][C:6](=[O:7])[N:8]1[CH2:9][CH2:10][CH:11]([CH2:14][c:15]2[cH:16][cH:17][c:18]([NH2:21])[cH:19][cH:20]2)[CH2:12][CH2:13]1. Reactants: FC=1C(=NC2=CC=CC(=C2N1)C1=CC=2C(NCCC2N1)=O)C (2-(3-fluoro-2-methylquinoxalin-5-yl)-6,7-dihydro-1H-pyrrolo[3,2-c]pyridin-4(5H)-one), N1=C(C=NC=C1)C(C)N (1-(pyrazin-2-yl)ethanamine), CCN(C(C)C)C(C)C (DIEA). Run in CS(=O)C (DMSO). Reaction conditions: temperature 165 celsius. Yields the product CC1=NC2=CC=CC(=C2N=C1NC(C)C1=NC=CN=C1)C1=CC=2C(NCCC2N1)=O (2-(2-methyl-3-((1-(pyrazin-2-yl)ethyl)amino)quinoxalin-5-yl)-6,7-dihydro-1H-pyrrolo[3,2-c]pyridin-4(5H)-one). Yield: 55.6%. As a reaction SMILES: F[C:2]1[C:3]([CH3:22])=[N:4][C:5]2[C:10]([N:11]=1)=[C:9]([C:12]1[NH:20][C:19]3[CH2:18][CH2:17][NH:16][C:15](=[O:21])[C:14]=3[CH:13]=1)[CH:8]=[CH:7][CH:6]=2.[N:23]1[CH:28]=[CH:27][N:26]=[CH:25][C:24]=1[CH:29]([NH2:31])[CH3:30].CCN(C(C)C)C(C)C>CS(C)=O>[CH3:22][C:3]1[C:2]([NH:31][CH:29]([C:24]2[CH:25]=[N:26][CH:27]=[CH:28][N:23]=2)[CH3:30])=[N:11][C:10]2[C:5](=[CH:6][CH:7]=[CH:8][C:9]=2[C:12]2[NH:20][C:19]3[CH2:18][CH2:17][NH:16][C:15](=[O:21])[C:14]=3[CH:13]=2)[N:4]=1. Procedure details: This compound (40 mg, 55% yield) as a yellow crystalline solid was prepared according the procedures described for Example 318, using 2-(3-fluoro-2-methylquinoxalin-5-yl)-6,7-dihydro-1H-pyrrolo[3,2-c]pyridin-4(5H)-one (126) (54 mg, 0.18 mmol), 1-(pyrazin-2-yl)ethanamine (45 mg, 0.36 mmol) (Essen Scientific LLC, cat # ES10-0543) and DIEA (64 μL, 0.36 mmol) in 2 mL of DMSO (heated in a microwave at 165° C. for 45 min). 1H NMR (400 MHz, DMSO-d6) δ ppm 11.81 (1H, br.), 8.87 (1H, m), 8.59 (1H, m), 8....